Dataset: the Open Reaction Database (ORD), a public repository of structured organic reaction records. Task: describe an organic reaction: reactants, conditions, products, and yield Starting materials: C(C)(C)(C)OC(=O)N[C@@H](CC1=CC=C(C=C1)C1=CC(N(S1(=O)=O)C(C)(C)C)=O)C(=O)OCC1=CC=CC=C1 (benzyl N-(tert-butoxycarbonyl)-4-(2-tert-butyl-1,1-dioxido-3-oxo-2,3-dihydroisothiazol-5-yl)-L-phenylalaninate). Reagents/catalysts: [Pd] (palladium). The solvent is C(C)O (ethanol). Yields the product C(C)(C)(C)OC(=O)N[C@H](C(=O)O)CC1=CC=C(C=C1)C1CC(N(S1(=O)=O)C(C)(C)C)=O ((2S)-2-[(tert-butoxycarbonyl)amino]-3-[4-(2-tert-butyl-1,1-dioxido-3-oxoisothiazolidin-5-yl)phenyl]propanoic acid). Yield: 65.1%. Reaction SMILES: [C:1]([O:5][C:6]([NH:8][C@H:9]([C:29]([O:31]CC1C=CC=CC=1)=[O:30])[CH2:10][C:11]1[CH:16]=[CH:15][C:14]([C:17]2[S:21](=[O:23])(=[O:22])[N:20]([C:24]([CH3:27])([CH3:26])[CH3:25])[C:19](=[O:28])[CH:18]=2)=[CH:13][CH:12]=1)=[O:7])([CH3:4])([CH3:3])[CH3:2]>C(O)C.[Pd]>[C:1]([O:5][C:6]([NH:8][C@@H:9]([CH2:10][C:11]1[CH:16]=[CH:15][C:14]([CH:17]2[S:21](=[O:22])(=[O:23])[N:20]([C:24]([CH3:27])([CH3:26])[CH3:25])[C:19](=[O:28])[CH2:18]2)=[CH:13][CH:12]=1)[C:29]([OH:31])=[O:30])=[O:7])([CH3:4])([CH3:2])[CH3:3]. Procedure details: To a solution of benzyl N-(tert-butoxycarbonyl)-4-(2-tert-butyl-1,1-dioxido-3-oxo-2,3-dihydroisothiazol-5-yl)-L-phenylalaninate (1.3 g, 2.4 mmol) in ethanol (35 mL) in a parr shaker, palladium (0.700 g, 6.58 mmol) (Pd, 10% by weight on activated carbon) was added and hydrogenated overnight at 50 psi. The suspension was filtered through celite and concentrated to give the crude product. The crude was purified on preparative LCMS to give the product (0.71 g, 65%). LCMS found for C21H3N2O7S (M+H)+:... Starting materials: C(C)(=O)OCC (Ethyl acetate), C(C)(C)(C)OC1=NC=CC(=N1)C=C (2-tert-butoxy-4-vinylpyrimidine), Cl.FC1=C(OCC2CCNCC2)C=CC=C1 (4-(2-fluorophenoxymethyl)piperidine hydrochloride), C([O-])([O-])=O.[K+].[K+] (potassium carbonate). Run in C(C)O (ethanol). The product is C(C)(C)(C)OC1=NC=CC(=N1)CCN1CCC(CC1)COC1=C(C=CC=C1)F (2-tert-Butoxy-4-[2-[4-(2-fluorophenoxymethyl)piperidino]ethyl]pyrimidine). The yield is 92.9%. As a reaction SMILES: [C:1]([O:5][C:6]1[N:11]=[C:10]([CH:12]=[CH2:13])[CH:9]=[CH:8][N:7]=1)([CH3:4])([CH3:3])[CH3:2].Cl.[F:15][C:16]1[CH:29]=[CH:28][CH:27]=[CH:26][C:17]=1[O:18][CH2:19][CH:20]1[CH2:25][CH2:24][NH:23][CH2:22][CH2:21]1.C(=O)([O-])[O-].[K+].[K+].C(OCC)(=O)C>C(O)C>[C:1]([O:5][C:6]1[N:11]=[C:10]([CH2:12][CH2:13][N:23]2[CH2:22][CH2:21][CH:20]([CH2:19][O:18][C:17]3[CH:26]=[CH:27][CH:28]=[CH:29][C:16]=3[F:15])[CH2:25][CH2:24]2)[CH:9]=[CH:8][N:7]=1)([CH3:4])([CH3:3])[CH3:2] |f:1.2,3.4.5|. Reported procedure: After dissolving 221 mg of 2-tert-butoxy-4-vinylpyrimidine and 200 mg of 4-(2-fluorophenoxymethyl)piperidine hydrochloride in 5 ml of ethanol, 123 mg of anhydrous potassium carbonate was added and the mixture was heated to reflux for 50 minutes. Ethyl acetate was added to the reaction mixture, the insoluble portion was filtered off, and the filtrate was concentrated under reduced pressure. The residue was purified by NH silica gel column chromatography (solvent: n-hexane/ethyl acetate) to obtain... Reactants: NC1=C(C=C(C=C1O)CC(=O)OCC)F (ethyl 4-amino-3-fluoro-5-hydroxyphenylacetate), FC=1C=CC(=C(C1)N=C=S)C (5-fluoro-2-methylphenyl isothiocyanate), mercuric oxide. The solvent is CO (methanol). Product: FC=1C=CC(=C(C1)NC=1OC2=C(N1)C(=CC(=C2)CC(=O)OCC)F)C (ethyl (2-(5-fluoro-2-methylphenylamino)-4-fluoro-6-benzoxazolyl)acetate). Yield: 56.7%. Reaction SMILES: [NH2:1][C:2]1[C:7]([OH:8])=[CH:6][C:5]([CH2:9][C:10]([O:12][CH2:13][CH3:14])=[O:11])=[CH:4][C:3]=1[F:15].[F:16][C:17]1[CH:18]=[CH:19][C:20]([CH3:26])=[C:21]([N:23]=[C:24]=S)[CH:22]=1>CO>[F:16][C:17]1[CH:18]=[CH:19][C:20]([CH3:26])=[C:21]([NH:23][C:24]2[O:8][C:7]3[CH:6]=[C:5]([CH2:9][C:10]([O:12][CH2:13][CH3:14])=[O:11])[CH:4]=[C:3]([F:15])[C:2]=3[N:1]=2)[CH:22]=1. Reported procedure: Under stirring at room temperature, ethyl 4-amino-3-fluoro-5-hydroxyphenylacetate (233 mg, 1.10 mmol) was added to a solution of 5-fluoro-2-methylphenyl isothiocyanate (184 mg, 1.10 mmol) in methanol (20 ml). The resulting mixture was stirred at 70° C. for 1 hour. To the reaction mixture was added mercuric oxide (yellow) (262 mg, 1.21 mmol), followed by stirring for further 30 minutes. After cooling to room temperature, the reaction mixture was filtered through Celite. The filtrate was washed wi... Reactants: C(C)(=O)C=1C=NC2=CC=C(C=C2C1NC=1C=CC(=NC1)N1CC(CC1)NC(OC(C)(C)C)=O)Br (tert-butyl 1-(5-(3-acetyl-6-bromoquinolin-4-ylamino) pyridin-2-yl)pyrrolidin-3-ylcarbamate), ClC1=C(C(=CC(=C1)B1OC(C(O1)(C)C)(C)C)F)O (2-chloro-6-fluoro-4-(4,4,5,5-tetramethyl-1,3,2-dioxaborolan-2-yl)phenol). The product is NC1CN(CC1)C1=CC=C(C=N1)NC1=C(C=NC2=CC=C(C=C12)C1=CC(=C(C(=C1)F)O)Cl)C(C)=O (1-(4-(6-(3-aminopyrrolidin-1-yl)pyridin-3-ylamino)-6-(3-chloro-5-fluoro-4-hydroxyphenyl)quinolin-3-yl)ethanone). Yield: 13.9%. Reaction SMILES: [C:1]([C:4]1[CH:5]=[N:6][C:7]2[C:12]([C:13]=1[NH:14][C:15]1[CH:16]=[CH:17][C:18]([N:21]3[CH2:25][CH2:24][CH:23]([NH:26]C(=O)OC(C)(C)C)[CH2:22]3)=[N:19][CH:20]=1)=[CH:11][C:10](Br)=[CH:9][CH:8]=2)(=[O:3])[CH3:2].[Cl:35][C:36]1[CH:41]=[C:40](B2OC(C)(C)C(C)(C)O2)[CH:39]=[C:38]([F:51])[C:37]=1[OH:52]>>[NH2:26][CH:23]1[CH2:24][CH2:25][N:21]([C:18]2[N:19]=[CH:20][C:15]([NH:14][C:13]3[C:12]4[C:7](=[CH:8][CH:9]=[C:10]([C:40]5[CH:39]=[C:38]([F:51])[C:37]([OH:52])=[C:36]([Cl:35])[CH:41]=5)[CH:11]=4)[N:6]=[CH:5][C:4]=3[C:1](=[O:3])[CH3:2])=[CH:16][CH:17]=2)[CH2:22]1. Procedure details: Following general procedure D, tert-butyl 1-(5-(3-acetyl-6-bromoquinolin-4-ylamino) pyridin-2-yl)pyrrolidin-3-ylcarbamate (100 mg, 0.19 mmol) was reacted with 2-chloro-6-fluoro-4-(4,4,5,5-tetramethyl-1,3,2-dioxaborolan-2-yl)phenol (76 mg, 0.28 mmol) to obtain the protected intermediate which was subjected to general procedure A-2 to afford the desired product (13 mg, 16% over two steps) as a yellow solid: 1H NMR (500 MHz, CD3OD+TFA-d) δ 9.29 (s, 1H), 8.29-8.20 (m, 2H), 8.05-7.99 (m, 2H), 7.84 (d... The reactants are FC(S(=O)(=O)O)(F)F.BrC=1C(=NC=C(N1)C1=CC=CC=C1)NN ((3-bromo-5-phenyl-pyrazin-2-yl)-hydrazine trifluoromethane sulfonate), C1=CN(C=N1)C(=O)N2C=CN=C2 (CDI). The solvent is CCOC(=O)C (EtOAc), C1CCOC1 (THF). Conditions: time 1.5 hour. Yields the product BrC=1C=2N(C=C(N1)C1=CC=CC=C1)C(NN2)=O (8-bromo-6-phenyl-2H-[1,2,4]triazolo[4,3-a]pyrazin-3-one). RXN SMILES: FC(F)(F)S(O)(=O)=O.[Br:9][C:10]1[C:11]([NH:22][NH2:23])=[N:12][CH:13]=[C:14]([C:16]2[CH:21]=[CH:20][CH:19]=[CH:18][CH:17]=2)[N:15]=1.C1N=CN([C:29](N2C=NC=C2)=[O:30])C=1>C1COCC1.CCOC(C)=O>[Br:9][C:10]1[C:11]2[N:12]([C:29](=[O:30])[NH:23][N:22]=2)[CH:13]=[C:14]([C:16]2[CH:21]=[CH:20][CH:19]=[CH:18][CH:17]=2)[N:15]=1 |f:0.1|. Procedure details: A mixture of 15.3 g of NaH (60% suspension in mineral oil) and 80.0 g of 3-bromo-5-phenyl-pyrazin-2-ol (J Het. Chem., 665 (1978)) was stirred together for 15 min. After gas evolution ceased, 90.0 g of trifluoromethanesulfonic anhydride was added dropwise over one h. The mixture was stirred an additional 30 min. and was filtered through a pad of silica gel and the solids were washed with methylene chloride. Concentration of the filtrate provided 3-bromo-5-phenyl-pyrazin-2-trifluoromethansulfonate...